The task is: describe an organic reaction: reactants, conditions, products, and yield. This data is from the Open Reaction Database (ORD), a public repository of structured organic reaction records. Starting materials: final mixture, C1(=CC=CC=C1)CCCN (3-phenyl-1-propylamine), amine, C(C)OC(C1=CC(=C(C(=C1)C1=CC(=CC=C1)Cl)OCCO)C1=CC(=CC=C1)Cl)=O (3,5-bis-(m-chlorophenyl)-4-(2-hydroxyethoxy)benzoic acid ethyl ester), [Li]CCCC (n-BuLi). Solvent: C1CCOC1 (THF), C1CCOC1 (THF). Run at temperature -78 celsius, time 0.5 hour. Product: C1(=CC=CC=C1)CCCNC(C1=CC(=C(C(=C1)C1=CC(=CC=C1)Cl)OCCO)C1=CC(=CC=C1)Cl)=O (N-(3-Phenylpropyl)-3,5-bis(m-chlorophenyl)-4-(2-hvdroxyethoxy)-benzamide). The yield is 82.2%. As a reaction SMILES: [C:1]1([CH2:7][CH2:8][CH2:9][NH2:10])[CH:6]=[CH:5][CH:4]=[CH:3][CH:2]=1.[Li]CCCC.C([O:18][C:19](=O)[C:20]1[CH:25]=[C:24]([C:26]2[CH:31]=[CH:30][CH:29]=[C:28]([Cl:32])[CH:27]=2)[C:23]([O:33][CH2:34][CH2:35][OH:36])=[C:22]([C:37]2[CH:42]=[CH:41][CH:40]=[C:39]([Cl:43])[CH:38]=2)[CH:21]=1)C>C1COCC1>[C:1]1([CH2:7][CH2:8][CH2:9][NH:10][C:19](=[O:18])[C:20]2[CH:21]=[C:22]([C:37]3[CH:42]=[CH:41][CH:40]=[C:39]([Cl:43])[CH:38]=3)[C:23]([O:33][CH2:34][CH2:35][OH:36])=[C:24]([C:26]3[CH:31]=[CH:30][CH:29]=[C:28]([Cl:32])[CH:27]=3)[CH:25]=2)[CH:6]=[CH:5][CH:4]=[CH:3][CH:2]=1. Reported procedure: To a flamed dried round bottom flask with 3-phenyl-1-propylamine (0.404 mL, 2.84 mmol) and THF (5 mL) cooled to −78° C. was added n-BuLi (1.14 mL, 2.5 M in hexane, 2.84 mmol) dropwise over a 5 min. period. The resulting solution was stirred at this temperature for 0.5 h, warmed to 0° C. for 10 min., and then cooled back to −40° C. This lithiated amine solution was added dropwise to a solution (at −40° C.) of 3,5-bis-(m-chlorophenyl)-4-(2-hydroxyethoxy)benzoic acid ethyl ester (0.350 g, 0.811 mmo... The reactants are N1CCOCC1 (morpholine), [N+](=O)([O-])C=1C=C(C(=O)Cl)C=CC1 (3-nitrobenzoyl chloride), C(C)(=O)OCC (ethyl acetate), O (water). Procedure: To a solution of morpholine (5.0 ml) in dichloromethane (50 ml) was added 3-nitrobenzoyl chloride (5.05 g). The mixture was stirred at room temperature for 15 minutes, then poured into a mixture of ethyl acetate and water. The organic phase was separated, washed with dilute hydrochloric acid, sodium bicarbonate and brine, dried over magnesium sulfate and concentrated to give 4-(3-nitrophenylcarbonyl)morpholine (6.46 g). The solvent is ClCCl (dichloromethane). Reaction conditions: time 15 minute. As a reaction SMILES: [NH:1]1[CH2:6][CH2:5][O:4][CH2:3][CH2:2]1.[N+:7]([C:10]1[CH:11]=[C:12]([CH:16]=[CH:17][CH:18]=1)[C:13](Cl)=[O:14])([O-:9])=[O:8].C(OCC)(=O)C.O>ClCCl>[N+:7]([C:10]1[CH:11]=[C:12]([C:13]([N:1]2[CH2:6][CH2:5][O:4][CH2:3][CH2:2]2)=[O:14])[CH:16]=[CH:17][CH:18]=1)([O-:9])=[O:8]. The product is [N+](=O)([O-])C=1C=C(C=CC1)C(=O)N1CCOCC1 (4-(3-nitrophenylcarbonyl)morpholine).